describe an organic reaction: reactants, conditions, products, and yield From a dataset of the Open Reaction Database (ORD), a public repository of structured organic reaction records. The reactants are C[C@H]1CC[C@@]2([C@H]([C@H]3[C@@H](O2)C[C@@H]4[C@@]3(CC[C@H]5[C@H]4CC[C@H]6[C@@]5(CC[C@@H](C6)O[C@H]7[C@@H]([C@H]([C@@H]([C@H](O7)CO[C@H]8[C@@H]([C@H]([C@@H]([C@H](O8)CO)O)O)O)O[C@H]9[C@@H]([C@@H]([C@H]([C@@H](O9)C)O)O)O)O)O[C@H]2[C@@H]([C@H]([C@@H]([C@H](O2)CO)O)O)O)C)C)C)OC1 (sarsasaponin), C(C)(=O)OCC (ethyl acetate), crude material. Solvent: C1(=CC=CC=C1)C (toluene). The product is C[C@H]1CC[C@@]2([C@H]([C@H]3[C@@H](O2)C[C@@H]4[C@@]3(CC[C@H]5[C@H]4CC[C@H]6[C@@]5(CC[C@@H](C6)O)C)C)C)OC1 (sarsasapogenin). Isolated yield 89.5%. RXN SMILES: [CH3:1][C@@H:2]1[CH2:73][O:72][C@@:5]2([O:9][C@H:8]3[CH2:10][C@H:11]4[C@@H:16]5[CH2:17][CH2:18][C@@H:19]6[CH2:24][C@@H:23]([O:25][C@@H]7O[C@H](CO[C@@H]8O[C@H](CO)[C@@H](O)[C@H](O)[C@H]8O)[C@@H](O[C@@H]8O[C@@H](C)[C@H](O)[C@@H](O)[C@H]8O)[C@H](O)[C@H]7O[C@@H]7O[C@H](CO)[C@@H](O)[C@H](O)[C@H]7O)[CH2:22][CH2:21][C@:20]6([CH3:69])[C@H:15]5[CH2:14][CH2:13][C@:12]4([CH3:70])[C@H:7]3[C@@H:6]2[CH3:71])[CH2:4][CH2:3]1.C(OCC)(=O)C>C1(C)C=CC=CC=1>[CH3:1][C@@H:2]1[CH2:73][O:72][C@@:5]2([O:9][C@H:8]3[CH2:10][C@H:11]4[C@@H:16]5[CH2:17][CH2:18][C@@H:19]6[CH2:24][C@@H:23]([OH:25])[CH2:22][CH2:21][C@:20]6([CH3:69])[C@H:15]5[CH2:14][CH2:13][C@:12]4([CH3:70])[C@H:7]3[C@@H:6]2[CH3:71])[CH2:4][CH2:3]1. Reported procedure: 100 Parts of crude sarsasaponin is suspended in 255 parts of ethyl acetate and heated at reflux for 0.5 hour. The mixture is filtered hot and the filter cake washed with 89 parts ethyl acetate and dried. The dried residue is mixed with 1850 parts by volume of a 15% (v/v) solution of concentrated hydrochloric acid in water and heated at 95°-101° C. for 2 hours. The hot reaction mixture is then filtered to give a precipitate which is washed with water and dried to afford crude sarsasapogenin in an... The reactants are O=C1CCC(=O)N1Br, ClCCl, O=C(O)C(=CCC1CCCC1)c1ccc(F)c(F)c1, Nc1nccs1, c1ccc(P(c2ccccc2)c2ccccc2)cc1. Product: O=C(Nc1nccs1)C(=CCC1CCCC1)c1ccc(F)c(F)c1. Reaction SMILES: [Br:20][N:21]1[C:22](=[O:23])[CH2:24][CH2:25][C:26]1=[O:27].[CH2:53]([Cl:54])[Cl:55].[CH:28]1([CH2:33][CH:34]=[C:35]([C:36](=[O:37])[OH:38])[c:39]2[cH:40][c:41]([F:46])[c:42]([F:45])[cH:43][cH:44]2)[CH2:29][CH2:30][CH2:31][CH2:32]1.[NH2:47][c:48]1[s:49][cH:50][cH:51][n:52]1.[c:1]1([P:2]([c:3]2[cH:4][cH:5][cH:6][cH:7][cH:8]2)[c:9]2[cH:10][cH:11][cH:12][cH:13][cH:14]2)[cH:15][cH:16][cH:17][cH:18][cH:19]1>>[CH:28]1([CH2:33][CH:34]=[C:35]([C:36](=[O:38])[NH:47][c:48]2[s:49][cH:50][cH:51][n:52]2)[c:39]2[cH:40][c:41]([F:46])[c:42]([F:45])[cH:43][cH:44]2)[CH2:29][CH2:30][CH2:31][CH2:32]1.